This data is from the Open Reaction Database (ORD), a public repository of structured organic reaction records. The task is: describe an organic reaction: reactants, conditions, products, and yield Starting materials: ice, C(C)(=O)NC1=C(C=NC=C1)C(=O)OC (methyl 4-(acetylamino)pyridine-3-carboxylate), [H-].[Na+] (sodium hydride), BrCC1=CC=CC=C1 (bromomethylbenzene). Run in O1CCCC1 (tetrahydrofuran). Run at time 30 minute. Yields the product C(C1=CC=CC=C1)N1C(C=C(C2=CN=CC=C12)O)=O (1-benzyl-4-hydroxy-1,6-naphthyridin-2(1H)-one). The yield is 26426.9%. As a reaction SMILES: [C:1]([NH:4][C:5]1[CH:10]=[CH:9][N:8]=[CH:7][C:6]=1[C:11]([O:13]C)=O)(=[O:3])[CH3:2].[H-].[Na+].Br[CH2:18][C:19]1[CH:24]=[CH:23][CH:22]=[CH:21][CH:20]=1>O1CCCC1>[CH2:18]([N:4]1[C:5]2[C:6](=[CH:7][N:8]=[CH:9][CH:10]=2)[C:11]([OH:13])=[CH:2][C:1]1=[O:3])[C:19]1[CH:24]=[CH:23][CH:22]=[CH:21][CH:20]=1 |f:1.2|. Procedure details: A mixture of methyl 4-(acetylamino)pyridine-3-carboxylate (70 g, 0.36 mol) and sodium hydride (50 g, 1.25 mol, 60% in mineral oil) in anhydrous tetrahydrofuran (800 mL) was stirred at room temperature for 30 minutes. To the above mixture was added bromomethylbenzene (60 g, 0.36 mmol) and the resulting mixture was stirred at room temperature overnight. The reaction mixture was poured onto crashed ice (600 mL), concentrated in vacuo, and washed with ethyl acetate (400 mL). The aqueous layer was ne... Reported procedure: To a solution of 90 mg of 3-(4-aminophenyl)-1H-pyrrolo[2,3-c]pyridine-2-carboxamide in 5 mL of tetrahydrofuran are added dropwise 50 μL of 2-fluoro-5-(trifluoromethyl)phenyl isocyanate. The reaction mixture is stirred for 16 hours at room temperature under an argon atmosphere and then concentrated under reduced pressure. The residue obtained is stirred for 30 minutes in 2 mL of dichloromethane. The suspended solid is filtered off and drained by suction. After drying under vacuum, at 40° C., 115 ... Starting materials: NC1=CC=C(C=C1)C1=C(NC2=CN=CC=C21)C(=O)N (3-(4-aminophenyl)-1H-pyrrolo[2,3-c]pyridine-2-carboxamide), FC1=C(C=C(C=C1)C(F)(F)F)N=C=O (2-fluoro-5-(trifluoromethyl)phenyl isocyanate). Product: FC1=C(C=C(C=C1)C(F)(F)F)NC(NC1=CC=C(C=C1)C1=C(NC2=CN=CC=C21)C(=O)N)=O (3-{4-[3-(2-fluoro-5-trifluoromethylphenyl)ureido]phenyl}-1H-pyrrolo[2,3-c]-pyridine-2-carboxamide). Reaction conditions: time 16 hour. Solvent: ClCCl (dichloromethane), O1CCCC1 (tetrahydrofuran). RXN SMILES: [NH2:1][C:2]1[CH:7]=[CH:6][C:5]([C:8]2[C:16]3[C:11](=[CH:12][N:13]=[CH:14][CH:15]=3)[NH:10][C:9]=2[C:17]([NH2:19])=[O:18])=[CH:4][CH:3]=1.[F:20][C:21]1[CH:26]=[CH:25][C:24]([C:27]([F:30])([F:29])[F:28])=[CH:23][C:22]=1[N:31]=[C:32]=[O:33]>O1CCCC1.ClCCl>[F:20][C:21]1[CH:26]=[CH:25][C:24]([C:27]([F:30])([F:29])[F:28])=[CH:23][C:22]=1[NH:31][C:32](=[O:33])[NH:1][C:2]1[CH:3]=[CH:4][C:5]([C:8]2[C:16]3[C:11](=[CH:12][N:13]=[CH:14][CH:15]=3)[NH:10][C:9]=2[C:17]([NH2:19])=[O:18])=[CH:6][CH:7]=1. Reactants: BrC=1C=CC(=NC1)I (5-bromo-2-iodopyridine), COC1=CC=C(C=C1)B(O)O ((4-methoxyphenyl)boronic acid), C(=O)([O-])[O-].[Na+].[Na+] (Na2CO3), O (water). The yield is 96.5%. Reagents/catalysts: C=1C=CC(=CC1)[P](C=2C=CC=CC2)(C=3C=CC=CC3)[Pd]([P](C=4C=CC=CC4)(C=5C=CC=CC5)C=6C=CC=CC6)([P](C=7C=CC=CC7)(C=8C=CC=CC8)C=9C=CC=CC9)[P](C=1C=CC=CC1)(C=1C=CC=CC1)C=1C=CC=CC1 (tetrakis(triphenylphosphine)palladium(0)). As a reaction SMILES: [Br:1][C:2]1[CH:3]=[CH:4][C:5](I)=[N:6][CH:7]=1.[CH3:9][O:10][C:11]1[CH:16]=[CH:15][C:14](B(O)O)=[CH:13][CH:12]=1.C([O-])([O-])=O.[Na+].[Na+].O>C1(C)C=CC=CC=1.C1C=CC([P]([Pd]([P](C2C=CC=CC=2)(C2C=CC=CC=2)C2C=CC=CC=2)([P](C2C=CC=CC=2)(C2C=CC=CC=2)C2C=CC=CC=2)[P](C2C=CC=CC=2)(C2C=CC=CC=2)C2C=CC=CC=2)(C2C=CC=CC=2)C2C=CC=CC=2)=CC=1>[Br:1][C:2]1[CH:3]=[CH:4][C:5]([C:14]2[CH:15]=[CH:16][C:11]([O:10][CH3:9])=[CH:12][CH:13]=2)=[N:6][CH:7]=1 |f:2.3.4,^1:37,39,58,77|. Reaction conditions: temperature 80 celsius. Product: BrC=1C=CC(=NC1)C1=CC=C(C=C1)OC (5-bromo-2-(4-methoxyphenyl)pyridine). Procedure: A mixture of 5-bromo-2-iodopyridine (600 mg, 2.11 mmol), (4-methoxyphenyl)boronic acid (353 mg, 2.32 mmol), tetrakis(triphenylphosphine)palladium(0) (122 mg, 0.106 mmol), and 2M Na2CO3 aq. (2.11 mL, 4.22 mmol) in toluene (10 mL) was heated at 80° C. for 40.5 hours under nitrogen. After cooling to room temperature, water was added and extracted with EtOAc. The organic layer was washed with brine, dried over Na2SO4 and filtered through a Celite pad. The filtrate was concentrated and the residue wa... Run in C1(=CC=CC=C1)C (toluene). The reactants are FC(C1CNCCN1)F (3-difluoromethylpiperazine), C(C)N1C=C(C(C2=CC(=C(C(=C12)F)F)F)=O)C(=O)O (1-ethyl-1,4-dihydro-6,7,8-trifluoro-4-oxo-3-quinolinecarboxylic acid). Solvent: N1=CC=CC=C1 (pyridine). Product: FC(C1CN(CCN1)C1=C(C=C2C(C(=CN(C2=C1F)CC)C(=O)O)=O)F)F (7-[3-(Difluoromethyl)-1-piperazinyl]-1-ethyl-6,8-difluoro-1,4-dihydro-4-oxo -3-quinolinecarboxylic acid). As a reaction SMILES: [F:1][CH:2]([F:9])[CH:3]1[NH:8][CH2:7][CH2:6][NH:5][CH2:4]1.[CH2:10]([N:12]1[C:21]2[C:16](=[CH:17][C:18]([F:24])=[C:19](F)[C:20]=2[F:22])[C:15](=[O:25])[C:14]([C:26]([OH:28])=[O:27])=[CH:13]1)[CH3:11]>N1C=CC=CC=1>[F:1][CH:2]([F:9])[CH:3]1[NH:8][CH2:7][CH2:6][N:5]([C:19]2[C:20]([F:22])=[C:21]3[C:16]([C:15](=[O:25])[C:14]([C:26]([OH:28])=[O:27])=[CH:13][N:12]3[CH2:10][CH3:11])=[CH:17][C:18]=2[F:24])[CH2:4]1. Procedure: The above 100 mg of 3-difluoromethylpiperazine and 200 mg of 1-ethyl-1,4-dihydro-6,7,8-trifluoro-4-oxo-3-quinolinecarboxylic acid in 5 ml of pyridine was stirred at 75° C. overnight, then cooled and the solvent- removed in vacuo. The residue was triturated in a hot methanol/chloroform mixture and then purified by chromatography on silica gel, eluting with methanol:dichloromethane (5:95), giving 90 mg of the desired product, mp 212°-227° C. (dec.) Starting materials: CC1=C(C(=O)C2CCC2)C(c2ccc(C#N)cc2)N(CC(=O)OC(C)(C)C)C(=O)N1c1cccc(C(F)(F)F)c1, O=C(O)C(F)(F)F. Yields the product CC1=C(C(=O)C2CCC2)C(c2ccc(C#N)cc2)N(CC(=O)O)C(=O)N1c1cccc(C(F)(F)F)c1. RXN SMILES: [C:1](#[N:2])[c:3]1[cH:4][cH:5][c:6]([CH:9]2[C:10]([C:35](=[O:36])[CH:37]3[CH2:38][CH2:39][CH2:40]3)=[C:11]([CH3:34])[N:12]([c:24]3[cH:25][c:26]([C:30]([F:31])([F:32])[F:33])[cH:27][cH:28][cH:29]3)[C:13](=[O:23])[N:14]2[CH2:15][C:16](=[O:17])[O:18][C:19]([CH3:20])([CH3:21])[CH3:22])[cH:7][cH:8]1.[OH:41][C:42]([C:43]([F:44])([F:45])[F:46])=[O:47]>>[C:1](#[N:2])[c:3]1[cH:4][cH:5][c:6]([CH:9]2[C:10]([C:35](=[O:36])[CH:37]3[CH2:38][CH2:39][CH2:40]3)=[C:11]([CH3:34])[N:12]([c:24]3[cH:25][c:26]([C:30]([F:31])([F:32])[F:33])[cH:27][cH:28][cH:29]3)[C:13](=[O:23])[N:14]2[CH2:15][C:16](=[O:17])[OH:18])[cH:7][cH:8]1.